Dataset: the Open Reaction Database (ORD), a public repository of structured organic reaction records. Task: describe an organic reaction: reactants, conditions, products, and yield The yield is 24.2%. Reported procedure: The product of Step A in Preparation 17, methyl (3S,4R)-4-(4-chlorophenyl)pyrrolidine-3-carboxylate (0.46 g, 1.92 mmol) was dissolved in 1,4-dioxane (2 ml). DIPEA (1.34 ml, 7.67 mmol) and 2-bromo-1,3-thiazole (1.57 g, 9.6 mmol) were added. The reaction was conducted at 180° C. for 20 minutes with microwave. Then, the reaction mixture was concentrated in vacuo. The obtained residue was diluted with EtOAc, washed with water and purified by column chromatography (eluent: EtOAc/Hex=1/3) to give the ... Run at time 20 minute. RXN SMILES: [Cl:1][C:2]1[CH:7]=[CH:6][C:5]([C@@H:8]2[CH2:12][NH:11][CH2:10][C@H:9]2[C:13]([O:15][CH3:16])=[O:14])=[CH:4][CH:3]=1.CCN(C(C)C)C(C)C.Br[C:27]1[S:28][CH:29]=[CH:30][N:31]=1>O1CCOCC1>[Cl:1][C:2]1[CH:7]=[CH:6][C:5]([C@@H:8]2[CH2:12][N:11]([C:27]3[S:28][CH:29]=[CH:30][N:31]=3)[CH2:10][C@H:9]2[C:13]([O:15][CH3:16])=[O:14])=[CH:4][CH:3]=1. Product: ClC1=CC=C(C=C1)[C@H]1[C@@H](CN(C1)C=1SC=CN1)C(=O)OC (Methyl (3S,4R)-4-(4-chlorophenyl)-1-(1,3-thiazol-2-yl)pyrrolidine-3-carboxylate). Solvent: O1CCOCC1 (1,4-dioxane). The reactants are product, ClC1=CC=C(C=C1)[C@H]1[C@@H](CNC1)C(=O)OC (methyl (3S,4R)-4-(4-chlorophenyl)pyrrolidine-3-carboxylate), CCN(C(C)C)C(C)C (DIPEA), BrC=1SC=CN1 (2-bromo-1,3-thiazole). Reactants: C(CCCCCCCCC(=O)O)(=O)O (sebacic acid), C=1(C(=CC=CC1)C)C (xylene), 1,6hexamethylene glycol, C(CCCCCCCCC(=O)O)(=O)O (sebacic acid), C(CCCCCO)O (hexamethylene glycol), C1(=CC=C(C=C1)S(=O)(=O)O)C (p-toluenesulfonic acid), glycol. Reagents/catalysts: C1(=CC=C(C=C1)S(=O)(=O)O)C (p-toluenesulfonic acid). Solvent: O (water). Conditions: temperature 165 celsius. Yields the product C1(CCCCCCCCC(=O)OCCCCCCO1)=O (hexamethylene sebacate). RXN SMILES: [C:1]([OH:14])(=[O:13])[CH2:2][CH2:3][CH2:4][CH2:5][CH2:6][CH2:7][CH2:8][CH2:9][C:10]([OH:12])=[O:11].[CH2:15](O)[CH2:16][CH2:17][CH2:18][CH2:19][CH2:20]O.C1(C)C=CC(S(O)(=O)=O)=CC=1.C1(C)C(C)=CC=CC=1>C1(C)C=CC(S(O)(=O)=O)=CC=1.O>[C:1]1(=[O:14])[O:13][CH2:20][CH2:19][CH2:18][CH2:17][CH2:16][CH2:15][O:12][C:10](=[O:11])[CH2:9][CH2:8][CH2:7][CH2:6][CH2:5][CH2:4][CH2:3][CH2:2]1. Procedure details: Crystalline poly (hexamethylene sebacate) was prepared using a kettle equipped with a stirrer, nitrogen gas inlet tube, thermometer and condenser by reacting sebacic acid with 1,6hexamethylene glycol in the presence of a p-toluenesulfonic acid catalyst as follows: sebacic acid and hexamethylene glycol were added to the reaction kettle in a respective 1.0 to 1.1 molar ratio along with 0.5 wt % p-toluenesulfonic acid. The 10 mole % excess of glycol was used to ensure the predominant presence of hy...